This data is from the Open Reaction Database (ORD), a public repository of structured organic reaction records. The task is: describe an organic reaction: reactants, conditions, products, and yield The product is C1(CCC1)[C@@H](C)NC1=NC(=C(C2=C1N(C(=N2)C2=NC=CC(=C2)C(C)C)CC2=CC=C(C=C2)C(F)(F)F)C)C(=O)O ((R)-4-((1-cyclobutylethyl)amino)-2-(4-isopropylpyridin-2-yl)-7-methyl-3-(4-(trifluoromethyl)benzyl)-3H-imidazo[4,5-c]pyridine-6-carboxylic acid), C(=O)(C(F)(F)F)O (TFA). Procedure details: To (R)-4-((1-cyclobutylethyl)amino)-2-(4-isopropylpyridin-2-yl)-7-methyl-3-(4-(trifluoromethyl)benzyl)-3H-imidazo[4,5-c]pyridine-6-carbonitrile (26 mg, 0.049 mmol) dissolved in ethanol (1 ml) was added sodium hydroxide (5.0 M in water, 1 mL, 5.0 mmol). The reaction was heated to 110° C. and stirred overnight. The solution was cooled to room temperature, concentrated, and then diluted with EtOAc. It was washed with 1N HCl, then dried over sodium sulfate, filtered and concentrated. The residue was... Reaction SMILES: [CH:1]1([C@H:5]([NH:7][C:8]2[C:13]3[N:14]([CH2:26][C:27]4[CH:32]=[CH:31][C:30]([C:33]([F:36])([F:35])[F:34])=[CH:29][CH:28]=4)[C:15]([C:17]4[CH:22]=[C:21]([CH:23]([CH3:25])[CH3:24])[CH:20]=[CH:19][N:18]=4)=[N:16][C:12]=3[C:11](C)=[C:10](C#N)[N:9]=2)[CH3:6])[CH2:4][CH2:3][CH2:2]1.[OH-:40].[Na+].[CH2:42]([OH:44])[CH3:43]>>[CH:1]1([C@H:5]([NH:7][C:8]2[C:13]3[N:14]([CH2:26][C:27]4[CH:32]=[CH:31][C:30]([C:33]([F:36])([F:35])[F:34])=[CH:29][CH:28]=4)[C:15]([C:17]4[CH:22]=[C:21]([CH:23]([CH3:25])[CH3:24])[CH:20]=[CH:19][N:18]=4)=[N:16][C:12]=3[C:11]([CH3:10])=[C:43]([C:42]([OH:40])=[O:44])[N:9]=2)[CH3:6])[CH2:4][CH2:3][CH2:2]1.[C:30]([OH:44])([C:33]([F:36])([F:35])[F:34])=[O:40] |f:1.2|. Reactants: C1(CCC1)[C@@H](C)NC1=NC(=C(C2=C1N(C(=N2)C2=NC=CC(=C2)C(C)C)CC2=CC=C(C=C2)C(F)(F)F)C)C#N ((R)-4-((1-cyclobutylethyl)amino)-2-(4-isopropylpyridin-2-yl)-7-methyl-3-(4-(trifluoromethyl)benzyl)-3H-imidazo[4,5-c]pyridine-6-carbonitrile), C(C)O (ethanol), [OH-].[Na+] (sodium hydroxide). Reaction conditions: temperature 110 celsius, time 8 hour. Run at temperature 90 celsius, time 30 minute. Run in O (water). The reactants are CC(CCO)C (3-Methylbutanol), product, C(Cl)C1CO1 (epichlorohydrin), [OH-].[Na+] (sodium hydroxide). Reported procedure: 3-Methylbutanol (158 g, 1.78 mol), aluminum triisopropoxide (3.61 g, 17.7 mmol) and p-phenolsulfonic acid (9.40 g, 54 mmol) were charged into a 1-liter reaction vessel and the whole was heated to 90° C. with stirring. After an additional. 1 hour of stirring under reduced pressure (266 hPa). The vessel was heated to 100° C. and epichlorohydrin (170 g, 1.78 mol) was added dropwise thereto over a period of 30 minutes, followed by an additional 3 hours of stirring. The reaction mixture was kept at a... RXN SMILES: [CH3:1][CH:2]([CH3:6])[CH2:3][CH2:4][OH:5].[CH2:7]([CH:9]1[O:11][CH2:10]1)Cl.[OH-].[Na+]>CC(C)[O-].CC(C)[O-].CC(C)[O-].[Al+3].C1C(O)=CC=C(S(O)(=O)=O)C=1.O>[CH2:7]([O:5][CH2:4][CH2:3][CH:2]([CH3:6])[CH3:1])[CH:9]1[O:11][CH2:10]1 |f:2.3,4.5.6.7|. Yield: 58.4%. Yields the product C(C1CO1)OCCC(C)C (3-methylbutyl glycidyl ether). Reagents/catalysts: CC([O-])C.CC([O-])C.CC([O-])C.[Al+3] (aluminum triisopropoxide), C1=CC(=CC=C1O)S(=O)(=O)O (p-phenolsulfonic acid). Starting materials: C1CCOC1, [Na+], [OH-], O, COC(=O)c1cnc2n1CCc1ccccc1C2=C1CCN(CCc2ccc(OCc3ccc4ccccc4n3)cc2)CC1. Yields the product O=C(O)c1cnc2n1CCc1ccccc1C2=C1CCN(CCc2ccc(OCc3ccc4ccccc4n3)cc2)CC1. As a reaction SMILES: [CH2:47]1[O:48][CH2:49][CH2:50][CH2:51]1.[Na+:46].[OH-:45].[OH2:52].[n:1]1[c:2]([CH2:11][O:12][c:13]2[cH:14][cH:15][c:16]([CH2:19][CH2:20][N:21]3[CH2:22][CH2:23][C:24](=[C:27]4[c:28]5[n:29]([c:38]([C:41](=[O:42])[O:43][CH3:44])[cH:39][n:40]5)[CH2:30][CH2:31][c:32]5[c:33]4[cH:34][cH:35][cH:36][cH:37]5)[CH2:25][CH2:26]3)[cH:17][cH:18]2)[cH:3][cH:4][c:5]2[cH:6][cH:7][cH:8][cH:9][c:10]12>>[n:1]1[c:2]([CH2:11][O:12][c:13]2[cH:14][cH:15][c:16]([CH2:19][CH2:20][N:21]3[CH2:22][CH2:23][C:24](=[C:27]4[c:28]5[n:29]([c:38]([C:41](=[O:42])[OH:43])[cH:39][n:40]5)[CH2:30][CH2:31][c:32]5[c:33]4[cH:34][cH:35][cH:36][cH:37]5)[CH2:25][CH2:26]3)[cH:17][cH:18]2)[cH:3][cH:4][c:5]2[cH:6][cH:7][cH:8][cH:9][c:10]12. Starting materials: CCOC(OCC)c1ccc(C(O)CC(C)(C)C)cc1, CCCCCC. Yields the product CCOC(OCC)c1ccc(C(=O)CC(C)(C)C)cc1. Reaction SMILES: [CH2:1]([CH3:2])[O:3][CH:4]([c:5]1[cH:6][cH:7][c:8]([CH:11]([CH2:12][C:13]([CH3:14])([CH3:15])[CH3:16])[OH:17])[cH:9][cH:10]1)[O:18][CH2:19][CH3:20].[CH3:21][CH2:22][CH2:23][CH2:24][CH2:25][CH3:26]>>[CH2:1]([CH3:2])[O:3][CH:4]([c:5]1[cH:6][cH:7][c:8]([C:11]([CH2:12][C:13]([CH3:14])([CH3:15])[CH3:16])=[O:17])[cH:9][cH:10]1)[O:18][CH2:19][CH3:20]. Yields the product IC=1C=CC=2N(C1)C=C(N2)C2=CC=C(C=C2)C2=CN=CO2 (5-[4-(6-Iodoimidazo[1,2-a]pyridin-2-yl)phenyl]-1,3-oxazole). The reactants are IC=1C=CC=2N(C1)C=C(N2)C2=CC=C(C=O)C=C2 (4-(6-Iodoimidazo[1,2-a]pyridin-2-yl)benzaldehyde), C1(=CC=C(C=C1)S(=O)(=O)C[N+]#[C-])C (p-toluenesulfonylmethyl isocyanide), C([O-])([O-])=O.[K+].[K+] (potassium carbonate). Run in CO (methanol). Reaction SMILES: [I:1][C:2]1[CH:3]=[CH:4][C:5]2[N:6]([CH:8]=[C:9]([C:11]3[CH:18]=[CH:17][C:14]([CH:15]=[O:16])=[CH:13][CH:12]=3)[N:10]=2)[CH:7]=1.C1(C)C=CC(S([CH2:28][N+:29]#[C-:30])(=O)=O)=CC=1.C(=O)([O-])[O-].[K+].[K+]>CO>[I:1][C:2]1[CH:3]=[CH:4][C:5]2[N:6]([CH:8]=[C:9]([C:11]3[CH:18]=[CH:17][C:14]([C:15]4[O:16][CH:30]=[N:29][CH:28]=4)=[CH:13][CH:12]=3)[N:10]=2)[CH:7]=1 |f:2.3.4|. Reported procedure: 4-(6-Iodoimidazo[1,2-a]pyridin-2-yl)benzaldehyde (647 mg) and p-toluenesulfonylmethyl isocyanide (454 mg) were dissolved in methanol (10 mL), and potassium carbonate (321 mg) was added to the solution at room temperature, followed by refluxing for 13 hours. The precipitated product was recovered through filtration and dried, to thereby yield the title compound (330 mg). The yield is 45.9%.